This data is from the Open Reaction Database (ORD), a public repository of structured organic reaction records. The task is: describe an organic reaction: reactants, conditions, products, and yield Reaction SMILES: Cl.N(OCCC(C)C)=O.[NH:10]1[C:14](=[O:15])[CH2:13][CH2:12][C@H:11]1[C:16]([NH:18][C@H:19]([C:26]([NH:28][C@H:29]([C:40]([N:42]=[N+]=[N-])=[O:41])[CH2:30][C:31]1[C:39]2[C:34](=[CH:35][CH:36]=[CH:37][CH:38]=2)[NH:33][CH:32]=1)=[O:27])[CH2:20][C:21]1[N:25]=[CH:24][NH:23][CH:22]=1)=[O:17].Cl.[CH2:46]([O:48][C:49](=[O:70])[CH2:50][NH:51][C:52](=[O:69])[C@H:53]([CH2:61][C:62]1[CH:67]=[CH:66][C:65]([OH:68])=[CH:64][CH:63]=1)[NH:54][C:55](=[O:60])[C@H:56]([CH2:58][OH:59])N)[CH3:47]>O1CCCC1.C(N(CC)CC)C.CN(C)C=O>[CH2:46]([O:48][C:49](=[O:70])[CH2:50][NH:51][C:52](=[O:69])[C@H:53]([CH2:61][C:62]1[CH:67]=[CH:66][C:65]([OH:68])=[CH:64][CH:63]=1)[NH:54][C:55](=[O:60])[C@H:56]([CH2:58][OH:59])[NH:42][C:40](=[O:41])[C@H:29]([CH2:30][C:31]1[C:39]2[C:34](=[CH:35][CH:36]=[CH:37][CH:38]=2)[NH:33][CH:32]=1)[NH:28][C:26](=[O:27])[C@H:19]([CH2:20][C:21]1[N:25]=[CH:24][NH:23][CH:22]=1)[NH:18][C:16](=[O:17])[C@@H:11]1[CH2:12][CH2:13][C:14](=[O:15])[NH:10]1)[CH3:47] |f:3.4|. Run in C(C)N(CC)CC (triethylamine), CN(C=O)C (N,N-dimethylformamide), C(C)N(CC)CC (triethylamine), O1CCCC1 (tetrahydrofuran). Run at temperature -50 celsius, time 21 hour. Yields the product C(C)OC(CNC([C@@H](NC([C@@H](NC([C@@H](NC([C@@H](NC([C@H]1NC(CC1)=O)=O)CC1=CNC=N1)=O)CC1=CNC2=CC=CC=C12)=O)CO)=O)CC1=CC=C(C=C1)O)=O)=O (L-pyroglutamyl-L-histidyl-L-tryptophanyl-L-seryl-L-tyrosylglycine ethyl ester). Procedure details: To a stirred suspension of 1.165 g. of L-pyroglutamyl-L-histidyl-L-tryptophanyl hydrazide (prepared as described in Example 1(b) above) in 30 ml. of N,N-dimethylformamide, cooled to -20° C., is added 6.13 ml. of 2.45 N hydrogen chloride in tetrahydrofuran and 0.5 ml. of isoamyl nitrite, and the resulting mixture is stirred at -10° to -20° C. for one hour. The mixture, which contains L-pyroglutamyl-L-histidyl-L-tryptophanyl azide, is next cooled to -50° C. and to it are added first 2.1 ml. of tri... Reactants: L-pyroglutamyl-L-histidyl-L-tryptophanyl hydrazide, Cl.C(C)OC(CNC([C@@H](NC([C@@H](N)CO)=O)CC1=CC=C(C=C1)O)=O)=O (L-seryl-L-tyrosylglycine ethyl ester hydrochloride), N1[C@@H](CCC1=O)C(=O)N[C@@H](CC1=CNC=N1)C(=O)N[C@@H](CC1=CNC2=CC=CC=C12)C(=O)N=[N+]=[N-] (L-pyroglutamyl-L-histidyl-L-tryptophanyl azide), Cl (hydrogen chloride), N(=O)OCCC(C)C (isoamyl nitrite). Yields the product C(CC1=CC=CC=C1)C(=O)[C@H]1[C@]2(C)[C@@H](CC1)[C@@H]1CC=C3C=C(CC[C@]3(C)[C@H]1CC2)C(=O)O (17α-(phenethylcarbonyl)-androsta-3,5-diene-3-carboxylic Acid). As a reaction SMILES: [CH2:1]([C:9]([C@H:11]1[CH2:16][CH2:15][C@H:14]2[C@H:17]3[C@H:27]([CH2:28][CH2:29][C@:12]12[CH3:13])[C@:25]1([CH3:26])[C:20]([CH:21]=[C:22]([C:30]([OH:32])=[O:31])[CH2:23][CH2:24]1)=[CH:19][CH2:18]3)=[O:10])[CH2:2][C:3]1[CH:8]=[CH:7][CH:6]=[CH:5][CH:4]=1.[OH-].[Na+]>CS(C)=O>[CH2:1]([C:9]([C@@H:11]1[CH2:16][CH2:15][C@H:14]2[C@H:17]3[C@H:27]([CH2:28][CH2:29][C@:12]12[CH3:13])[C@:25]1([CH3:26])[C:20]([CH:21]=[C:22]([C:30]([OH:32])=[O:31])[CH2:23][CH2:24]1)=[CH:19][CH2:18]3)=[O:10])[CH2:2][C:3]1[CH:4]=[CH:5][CH:6]=[CH:7][CH:8]=1 |f:1.2|. The solvent is CS(=O)C (dimethyl sulfoxide). The reactants are C(CC1=CC=CC=C1)C(=O)[C@@H]1[C@]2(C)[C@@H](CC1)[C@@H]1CC=C3C=C(CC[C@]3(C)[C@H]1CC2)C(=O)O (17β-(phenethylcarbonyl)-androsta-3,5-diene-3-carboxylic acid), [OH-].[Na+] (sodium hydroxide). Reported procedure: Into a 250 mL 3-neck round bottom flask is placed 17β-(phenethylcarbonyl)-androsta-3,5-diene-3-carboxylic acid and an excess of sodium hydroxide. To the flask is added dimethyl sulfoxide as a solvent. The mixture is heated to reflux for 3 hours. Standard workup followed by isolation by preparative HPLC yields title compound. Yields the product COCc1nc(C2CCN(CCc3ccc(OC)c(S(N)(=O)=O)c3)CC2)oc1-c1ccc(F)cc1. Reactants: CCN(C(C)C)C(C)C, COc1ccc(CCCl)cc1S(N)(=O)=O, COCc1nc(C2CCNCC2)oc1-c1ccc(F)cc1, [I-], [Na+], C1COCCO1. Reaction SMILES: [CH:39]([N:40]([CH:41]([CH3:42])[CH3:43])[CH2:44][CH3:45])([CH3:46])[CH3:47].[Cl:22][CH2:23][CH2:24][c:25]1[cH:26][cH:27][c:28]([O:35][CH3:36])[c:29]([S:31](=[O:32])(=[O:33])[NH2:34])[cH:30]1.[F:1][c:2]1[cH:3][cH:4][c:5](-[c:8]2[c:9]([CH2:19][O:20][CH3:21])[n:10][c:11]([CH:13]3[CH2:14][CH2:15][NH:16][CH2:17][CH2:18]3)[o:12]2)[cH:6][cH:7]1.[I-:38].[Na+:37].[O:48]1[CH2:49][CH2:50][O:51][CH2:52][CH2:53]1>>[F:1][c:2]1[cH:3][cH:4][c:5](-[c:8]2[c:9]([CH2:19][O:20][CH3:21])[n:10][c:11]([CH:13]3[CH2:14][CH2:15][N:16]([CH2:23][CH2:24][c:25]4[cH:26][cH:27][c:28]([O:35][CH3:36])[c:29]([S:31](=[O:32])(=[O:33])[NH2:34])[cH:30]4)[CH2:17][CH2:18]3)[o:12]2)[cH:6][cH:7]1. Reactants: Cl.FCC(CF)(C)C1=CC(=NO1)NC(NC1=CC=C(C=C1)NC(C1=NC=C(C=C1)OC1CCNCC1)=O)=O (N-(4-(3-(5-(1,3-Difluoro-2-methylpropan-2-yl)isoxazol-3-yl)ureido)phenyl)-5-(piperidin-4-yloxy)picolinamide hydrochloride), CC(=O)C (acetone), [BH3-]C#N.[Na+] (NaCNBH3). The solvent is CO.CC(=O)[O-].[Na+] (MeOH NaOAc). Conditions: temperature 80 celsius. The product is FCC(CF)(C)C1=CC(=NO1)NC(NC1=CC=C(C=C1)NC(C1=NC=C(C=C1)OC1CCN(CC1)C(C)C)=O)=O (N-(4-(3-(5-(1,3-difluoro-2-methylpropan-2-yl)isoxazol-3-yl)ureido)phenyl)-5-(1-isopropylpiperidin-4-yloxy)picolinamide). Isolated yield 31.0%. Reaction SMILES: Cl.[F:2][CH2:3][C:4]([C:8]1[O:12][N:11]=[C:10]([NH:13][C:14](=[O:38])[NH:15][C:16]2[CH:21]=[CH:20][C:19]([NH:22][C:23](=[O:37])[C:24]3[CH:29]=[CH:28][C:27]([O:30][CH:31]4[CH2:36][CH2:35][NH:34][CH2:33][CH2:32]4)=[CH:26][N:25]=3)=[CH:18][CH:17]=2)[CH:9]=1)([CH3:7])[CH2:5][F:6].[CH3:39][C:40]([CH3:42])=O.[BH3-]C#N.[Na+]>CO.CC([O-])=O.[Na+]>[F:2][CH2:3][C:4]([C:8]1[O:12][N:11]=[C:10]([NH:13][C:14](=[O:38])[NH:15][C:16]2[CH:17]=[CH:18][C:19]([NH:22][C:23](=[O:37])[C:24]3[CH:29]=[CH:28][C:27]([O:30][CH:31]4[CH2:32][CH2:33][N:34]([CH:40]([CH3:42])[CH3:39])[CH2:35][CH2:36]4)=[CH:26][N:25]=3)=[CH:20][CH:21]=2)[CH:9]=1)([CH3:7])[CH2:5][F:6] |f:0.1,3.4,5.6.7|. Procedure details: To a stirred solution of N-(4-(3-(5-(1,3-difluoro-2-methylpropan-2-yl)isoxazol-3-yl)ureido)phenyl)-5-(piperidin-4-yloxy)picolinamide hydrochloride (50 mg, 0.091 mmol) from Step 4 of Example 17 (65 mg, 0.12 mmol) in 2 mL of pH˜4 MeOH/NaOAc buffer was added acetone (0.3 mL, excess) and NaCNBH3 (25 mg, excess). The resulting mixture was reflux at 80° C. for 3 h. LC-MS indicated that the reaction was 50% complete. The reaction was cooled to rt and the crude product was purified by reverse phase HPLC... Yields the product COc1ccc(N(C)C(=O)C(F)(F)F)cc1Br. As a reaction SMILES: [Br:3][c:4]1[cH:5][c:6]([NH:12][C:13]([C:14]([F:15])([F:16])[F:17])=[O:18])[cH:7][cH:8][c:9]1[O:10][CH3:11].[CH3:19][I:20].[CH3:22][N:23]([CH3:24])[CH:25]=[O:26].[H-:1].[Na+:2].[OH2:21]>>[Br:3][c:4]1[cH:5][c:6]([N:12]([C:13]([C:14]([F:15])([F:16])[F:17])=[O:18])[CH3:19])[cH:7][cH:8][c:9]1[O:10][CH3:11]. Reactants: COc1ccc(NC(=O)C(F)(F)F)cc1Br, CI, CN(C)C=O, [H-], [Na+], O. Starting materials: C(C)(=O)O[C@H]1[C@H]([C@@H](C[C@@H]1N1C(=NC2=C1C=C(C(=C2)Cl)Cl)Br)COC(C)=O)OC(C)=O ((±)-(1R*,2S*,3S*,5S*)-3-(Acetoxymethyl)-5-(2-bromo-5,6-dichloro-1H-benzimidazol-1-yl)-1,2-cyclopentanediyl diacetate), C[O-].[Na+] (sodium methoxide), Cl (hydrochloric acid), [Na] (Sodium). Run in CO (methanol), CO (methanol). Run at time 5 hour. Yields the product ClC1=CC2=C(N(C(=N2)OC)[C@H]2C[C@H]([C@@H]([C@@H]2O)O)CO)C=C1Cl ((±)-(1R*,2S*,3S*,5S*)-5-(5,6-Dichloro-2-methoxy-1H-benzimidazol-1-yl)-3-(hydroxymethyl)-1,2-cyclopentanediol). Reaction SMILES: [Na].C([O:5][C@@H:6]1[C@@H:10]([N:11]2[C:15]3[CH:16]=[C:17]([Cl:21])[C:18]([Cl:20])=[CH:19][C:14]=3[N:13]=[C:12]2Br)[CH2:9][C@@H:8]([CH2:23][O:24]C(=O)C)[C@@H:7]1[O:28]C(=O)C)(=O)C.[CH3:32][O-:33].[Na+].Cl>CO>[Cl:20][C:18]1[C:17]([Cl:21])=[CH:16][C:15]2[N:11]([C@@H:10]3[C@@H:6]([OH:5])[C@@H:7]([OH:28])[C@H:8]([CH2:23][OH:24])[CH2:9]3)[C:12]([O:33][CH3:32])=[N:13][C:14]=2[CH:19]=1 |f:2.3,^1:0|. Reported procedure: Sodium (spheres, 0.10 g, 4.8 mequiv) were added to dry methanol (15 mL). (±)-(1R*,2S*,3S*,5S*)-3-(Acetoxymethyl)-5-(2-bromo-5,6-dichloro-1H-benzimidazol-1-yl)-1,2-cyclopentanediyl diacetate (0.560 g, 0.958 mmol) was added to the sodium methoxide in methanol and the solution stirred at ambient temperature under nitrogen for 5 hours. The solution was then neutralized with 1N hydrochloric acid and volatiles removed in vacuo. The residual solid was chromatographed on silica gel. (±)-(1R*,2S*,3S*,5S*... The product is C(C)S(=O)(=O)OC=1C(=CC2=C(C(=C(C(O2)=O)CCN2CCN(CC2)C2=C(C=CC=C2)OC)C)C1)OC (6-(ethanesulphonyloxy)-7-methoxy-3-(2-[4-(2-methoxyphenyl)-1-piperazinyl]-ethyl)-4-methyl-2H-1-benzopyran-2-one). Reported procedure: Alternative process: 1.3 g (3.1 mmol) of 6-hydroxy-7-methoxy-3-{2-[4-(2-methoxyphenyl)-1-piperazinyl]ethyl}-4-methyl-2H-1-benzopyran-2-one (Example 2), two equivalents of sodium hydroxide and 2.5 equivalents of ethanesulphonic acid are dissolved in water/ethanol and stirred for 60 hours at room temperature. The reaction product is taken up in chloroform, washed with dilute sodium hydroxide and with water, dried over sodium sulphate, and the solvent is removed under reduced pressure. 0.94 g (59%)... The yield is 59.0%. Starting materials: OC=1C(=CC2=C(C(=C(C(O2)=O)CCN2CCN(CC2)C2=C(C=CC=C2)OC)C)C1)OC (6-hydroxy-7-methoxy-3-{2-[4-(2-methoxyphenyl)-1-piperazinyl]ethyl}-4-methyl-2H-1-benzopyran-2-one), [OH-].[Na+] (sodium hydroxide), C(C)S(=O)(=O)O (ethanesulphonic acid). Reaction conditions: time 60 hour. As a reaction SMILES: [OH:1][C:2]1[C:3]([O:30][CH3:31])=[CH:4][C:5]2[O:10][C:9](=[O:11])[C:8]([CH2:12][CH2:13][N:14]3[CH2:19][CH2:18][N:17]([C:20]4[CH:25]=[CH:24][CH:23]=[CH:22][C:21]=4[O:26][CH3:27])[CH2:16][CH2:15]3)=[C:7]([CH3:28])[C:6]=2[CH:29]=1.[OH-].[Na+].[CH2:34]([S:36](O)(=[O:38])=[O:37])[CH3:35]>O.C(O)C.C(Cl)(Cl)Cl>[CH2:34]([S:36]([O:1][C:2]1[C:3]([O:30][CH3:31])=[CH:4][C:5]2[O:10][C:9](=[O:11])[C:8]([CH2:12][CH2:13][N:14]3[CH2:19][CH2:18][N:17]([C:20]4[CH:25]=[CH:24][CH:23]=[CH:22][C:21]=4[O:26][CH3:27])[CH2:16][CH2:15]3)=[C:7]([CH3:28])[C:6]=2[CH:29]=1)(=[O:38])=[O:37])[CH3:35] |f:1.2,4.5|. The solvent is O.C(C)O (water ethanol), C(Cl)(Cl)Cl (chloroform). Run in CS(=O)C (dimethyl sulfoxide). Product: C(#N)N=C1N(CCN1CC)C1=CC(OC2=C1C=C(C=C2)C#N)(C)C (4-(2-cyanoimino-3-ethylimidazolidin-1-yl)-2,2-dimethyl-2H-1-benzopyran-6-carbonitrile). As a reaction SMILES: [H-].[Na+].[C:3]([N:5]=[C:6]1[NH:10][CH2:9][CH2:8][N:7]1[CH2:11][CH3:12])#[N:4].O1[CH:19]2[CH:14]1[C:15]([CH3:27])([CH3:26])[O:16][C:17]1[CH:23]=[CH:22][C:21]([C:24]#[N:25])=[CH:20][C:18]=12>CS(C)=O>[C:3]([N:5]=[C:6]1[N:7]([CH2:11][CH3:12])[CH2:8][CH2:9][N:10]1[C:19]1[C:18]2[CH:20]=[C:21]([C:24]#[N:25])[CH:22]=[CH:23][C:17]=2[O:16][C:15]([CH3:27])([CH3:26])[CH:14]=1)#[N:4] |f:0.1|. Procedure: 60% Dispersion of sodium hydride (0.40 g) in mineral oil was added in small portion at ambient temperature to a solution of 2-cyanoimino-1-ethylimidazolidine (1.38 g) in dimethyl sulfoxide (15 ml). The reaction mixture was stirred for 30 minutes at the same temperature, and 3,4-epoxy-3,4-dihydro-2,2-dimethyl-2H-1-benzopyran-6-carbonitrile (1.01 g) was added thereto. The reaction mixture was stirred overnight at the same temperature, heated for 1.5 hours at 40° C., and then poured into ice-water ... Starting materials: ice water, [H-].[Na+] (sodium hydride), C(#N)N=C1N(CCN1)CC (2-cyanoimino-1-ethylimidazolidine), O1C2C(OC3=C(C21)C=C(C=C3)C#N)(C)C (3,4-epoxy-3,4-dihydro-2,2-dimethyl-2H-1-benzopyran-6-carbonitrile). Yield: 22.3%. Run at temperature 40 celsius, time 8 hour.